From a dataset of the Open Reaction Database (ORD), a public repository of structured organic reaction records. describe an organic reaction: reactants, conditions, products, and yield The reactants are CC=1N=C2N(C(C1C1=CC=C(C=C1)C(F)(F)F)=O)C=CS2 (7-Methyl-6-[4-(trifluoromethyl)phenyl]-5H-[1,3]thiazolo[3,2-a]pyrimidin-5-one), C(C(C)C)OC1=C(C=O)C=CC=C1OC (2-isobutoxy-3-methoxybenzaldehyde), [O-]CC.[Na+] (sodium ethoxide). Solvent: C(C)O (ethanol). Yields the product C(C(C)C)OC1=C(C=CC=C1OC)/C=C/C=1N=C2N(C(C1C1=CC=C(C=C1)C(F)(F)F)=O)C=CS2 (7-[(E)-2-(2-Isobutoxy-3-methoxyphenyl)-1-ethenyl]-6-[4-(trifluoromethyl)phenyl]-5H-[1,3]thiazolo[3,2-a]pyrimidin-5-one). Yield: 44.2%. RXN SMILES: [CH3:1][C:2]1[N:3]=[C:4]2[S:21][CH:20]=[CH:19][N:5]2[C:6](=[O:18])[C:7]=1[C:8]1[CH:13]=[CH:12][C:11]([C:14]([F:17])([F:16])[F:15])=[CH:10][CH:9]=1.[CH2:22]([O:26][C:27]1[C:34]([O:35][CH3:36])=[CH:33][CH:32]=[CH:31][C:28]=1[CH:29]=O)[CH:23]([CH3:25])[CH3:24].[O-]CC.[Na+]>C(O)C>[CH2:22]([O:26][C:27]1[C:34]([O:35][CH3:36])=[CH:33][CH:32]=[CH:31][C:28]=1/[CH:29]=[CH:1]/[C:2]1[N:3]=[C:4]2[S:21][CH:20]=[CH:19][N:5]2[C:6](=[O:18])[C:7]=1[C:8]1[CH:13]=[CH:12][C:11]([C:14]([F:17])([F:15])[F:16])=[CH:10][CH:9]=1)[CH:23]([CH3:25])[CH3:24] |f:2.3|. Reported procedure: The title compound was prepared by condensation of Intermediate 5 (400 mg, 1.289 mmol) with 2-isobutoxy-3-methoxybenzaldehyde (400 mg, 1.922 mmol) in presence of sodium ethoxide (175 mg, 2.578 mmol) in ethanol (15 ml) according to the procedure described in Example 24 to give 285 mg of the desired product as a light yellow solid; 1H NMR (300 MHz, DMSO-d6) δ 0.93 (d, J=3.6 Hz, 6H), 1.72 (br s, 1H), 3.58 (br s, 2H), 3.77 (s, 3H), 6.91-7.00 (m, 4H), 7.53-7.58 (m, 3H), 7.78-7.84 (m, 2H), 8.00 (br s,... Reactants: FC(C1=CC=C(OC(C(=O)O)C2=CC(=CC=C2)C(F)(F)F)C=C1)(F)F ((4-Trifluoromethyl-phenoxy)-(3-trifluoromethyl-phenyl)-acetic acid), S(=O)(Cl)Cl (thionyl chloride), C(C)(=O)NCCO (N-acetylethanolamine). Procedure: To a slurry of acid 39 (25.8 g, 0.071 mol) in anhydrous 1,2-dichloroethane (380 mL) was added thionyl chloride (16.0 mL, 0.21 mol), and then the resulting mixture was refluxed for 2 h. The mixture was cooled to rt, diluted with dry THF (150 mL) until the cloudy mixture turned clear, and then N-acetylethanolamine (39.12 g, 0.38 mol) was added. The resulting solution was stirred at rt overnight. The reaction was quenched with sat. NaHCO3 carefully, diluted with EtOAc, and washed with water. The or... The yield is 71.4%. Reaction SMILES: [F:1][C:2]([F:25])([F:24])[C:3]1[CH:23]=[CH:22][C:6]([O:7][CH:8]([C:12]2[CH:17]=[CH:16][CH:15]=[C:14]([C:18]([F:21])([F:20])[F:19])[CH:13]=2)[C:9]([OH:11])=[O:10])=[CH:5][CH:4]=1.S(Cl)(Cl)=O.[C:30]([NH:33][CH2:34][CH2:35]O)(=[O:32])[CH3:31]>ClCCCl.C1COCC1>[C:30]([NH:33][CH2:34][CH2:35][O:10][C:9](=[O:11])[CH:8]([O:7][C:6]1[CH:5]=[CH:4][C:3]([C:2]([F:24])([F:25])[F:1])=[CH:23][CH:22]=1)[C:12]1[CH:17]=[CH:16][CH:15]=[C:14]([C:18]([F:19])([F:20])[F:21])[CH:13]=1)(=[O:32])[CH3:31]. Reaction conditions: time 8 hour. The solvent is C1CCOC1 (THF), ClCCCl (1,2-dichloroethane). Product: C(C)(=O)NCCOC(C(C1=CC(=CC=C1)C(F)(F)F)OC1=CC=C(C=C1)C(F)(F)F)=O ((4-trifluoromethyl-phenoxy)-(3-trifluoromethyl-phenyl)-acetic acid 2-acetylamino-ethyl ester).